From a dataset of the Open Reaction Database (ORD), a public repository of structured organic reaction records. describe an organic reaction: reactants, conditions, products, and yield As a reaction SMILES: [Cl:1][C:2]1[CH:3]=[C:4]2[C:8](=[N:9][CH:10]=1)[NH:7][CH:6]=[CH:5]2.FC1C(C=O)=C(F)C=CC=1NS(C(C)C)(=O)=O.[F:28][C:29]1[C:34]([CH:35]=[O:36])=[C:33]([F:37])[CH:32]=[CH:31][C:30]=1[NH:38][S:39]([C:42]1[S:43][CH:44]=[CH:45][CH:46]=1)(=[O:41])=[O:40]>>[Cl:1][C:2]1[CH:3]=[C:4]2[C:5]([C:35]([C:34]3[C:29]([F:28])=[C:30]([NH:38][S:39]([C:42]4[S:43][CH:44]=[CH:45][CH:46]=4)(=[O:41])=[O:40])[CH:31]=[CH:32][C:33]=3[F:37])=[O:36])=[CH:6][NH:7][C:8]2=[N:9][CH:10]=1. Starting materials: ClC=1C=C2C=CNC2=NC1 (5-chloro-7-azaindole), FC1=C(C=CC(=C1C=O)F)NS(=O)(=O)C(C)C (propane-2-sulfonic acid (2,4-difluoro-3-formyl-phenyl)-amide), FC1=C(C=CC(=C1C=O)F)NS(=O)(=O)C=1SC=CC1 (thiophene-2-sulfonic acid (2,4-difluoro-3-formyl-phenyl)-amide). Procedure details: was prepared using the protocol of Steps 3 and 4 of Scheme 17, substituting 5-pyridin-3-yl-1H-pyrrolo[2,3-b]pyridine 89 with 5-chloro-7-azaindole 80 (see Example 9) and propane-2-sulfonic acid (2,4-difluoro-3-formyl-phenyl)-amide 60 with thiophene-2-sulfonic acid (2,4-difluoro-3-formyl-phenyl)-amide 512 (see Example 21) in Step 3. MS (ESI) [M+H+]+=451.9. Yields the product ClC=1C=C2C(=NC1)NC=C2C(=O)C=2C(=C(C=CC2F)NS(=O)(=O)C=2SC=CC2)F (Thiophene-2-sulfonic acid [3-(5-chloro-1H-pyrrolo[2,3-b]pyridine-3-carbonyl)-2,4-difluoro-phenyl]-amide).